This data is from the Open Reaction Database (ORD), a public repository of structured organic reaction records. The task is: describe an organic reaction: reactants, conditions, products, and yield The reactants are O1CCOC=2C1=CC1=C(SC3=C(C(N1)=O)C=CC=C3)C2 (2,3-Dihydro-1,4-benzodioxino[6,7-b][1,4]benzothiazepin-11(12H)-one), N1CCNCC1 (piperazine). Product: N1(CCNCC1)C1=NC2=C(SC3=C1C=CC=C3)C=C3C(OCCO3)=C2 (11-(Piperazin-1-yl)-2,3-dihydro-1,4-benzodioxino[6,7-b][1,4]benzothiazepin). Isolated yield 5.4%. RXN SMILES: [O:1]1[C:6]2=[CH:7][C:8]3[NH:14][C:13](=O)[C:12]4[CH:16]=[CH:17][CH:18]=[CH:19][C:11]=4[S:10][C:9]=3[CH:20]=[C:5]2[O:4][CH2:3][CH2:2]1.[NH:21]1[CH2:26][CH2:25][NH:24][CH2:23][CH2:22]1>>[N:21]1([C:13]2[C:12]3[CH:16]=[CH:17][CH:18]=[CH:19][C:11]=3[S:10][C:9]3[CH:20]=[C:5]4[O:4][CH2:3][CH2:2][O:1][C:6]4=[CH:7][C:8]=3[N:14]=2)[CH2:26][CH2:25][NH:24][CH2:23][CH2:22]1. Procedure: 2,3-Dihydro-1,4-benzodioxino[6,7-b][1,4]benzothiazepin-11(12H)-one (29 mg, 0.1 mmol) and piperazine (43 mg, 0.5 mmol) were reacted according to GP4 to give 1.9 mg of the title compound (160FE17B). MS (ESI) 354 (MH+). Purity for MH+ (UV/MS) 99/95.